This data is from the Open Reaction Database (ORD), a public repository of structured organic reaction records. The task is: describe an organic reaction: reactants, conditions, products, and yield Starting materials: BrC1CCCCCC1, CN(C)C=O, CCOCC, [H-], [Na+], O, OCCS. Yields the product OCCSC1CCCCCC1. Reaction SMILES: [Br:7][CH:8]1[CH2:9][CH2:10][CH2:11][CH2:12][CH2:13][CH2:14]1.[CH3:16][N:17]([CH3:18])[CH:19]=[O:20].[CH3:21][CH2:22][O:23][CH2:24][CH3:25].[H-:5].[Na+:6].[OH2:15].[SH:1][CH2:2][CH2:3][OH:4]>>[S:1]([CH2:2][CH2:3][OH:4])[CH:8]1[CH2:9][CH2:10][CH2:11][CH2:12][CH2:13][CH2:14]1.